From a dataset of the Open Reaction Database (ORD), a public repository of structured organic reaction records. describe an organic reaction: reactants, conditions, products, and yield Reactants: [BH4-], O=C([O-])C(=O)[O-], CC(=O)c1ccc(OCCCN2CCC(=C(c3ccc(F)cc3)c3ccc(F)cc3)CC2)cc1, [Na+]. Yields the product O=C(O)C(=O)O, CC(O)c1ccc(OCCCN2CCC(=C(c3ccc(F)cc3)c3ccc(F)cc3)CC2)cc1. As a reaction SMILES: [BH4-:35].[C:37]([C:38](=[O:39])[O-:40])(=[O:41])[O-:42].[F:1][c:2]1[cH:3][cH:4][c:5]([C:8](=[C:9]2[CH2:10][CH2:11][N:12]([CH2:15][CH2:16][CH2:17][O:18][c:19]3[cH:20][cH:21][c:22]([C:25]([CH3:26])=[O:27])[cH:23][cH:24]3)[CH2:13][CH2:14]2)[c:28]2[cH:29][cH:30][c:31]([F:34])[cH:32][cH:33]2)[cH:6][cH:7]1.[Na+:36]>>[C:37]([C:38](=[O:39])[OH:40])(=[O:41])[OH:42].[F:1][c:2]1[cH:3][cH:4][c:5]([C:8](=[C:9]2[CH2:10][CH2:11][N:12]([CH2:15][CH2:16][CH2:17][O:18][c:19]3[cH:20][cH:21][c:22]([CH:25]([CH3:26])[OH:27])[cH:23][cH:24]3)[CH2:13][CH2:14]2)[c:28]2[cH:29][cH:30][c:31]([F:34])[cH:32][cH:33]2)[cH:6][cH:7]1. Reactants: CN(C=O)C (N,N-dimethylformamide), C(C)(C)ON=C(C1=CC(=CC=C1)CCC(C)C)Cl (O-isopropyl-3-isopentylbenzohydroximoyl chloride), N1N=CN=C1 (1,2,4-triazole), C([O-])([O-])=O.[K+].[K+] (potassium carbonate). Solvent: O (water). Reaction conditions: temperature 120 celsius, time 3 hour. The product is C(C)(C)ON=C(C1=CC(=CC=C1)CCC(C)C)N1N=CN=C1 (1-(O-isopropyl-3-isopentylbenzohydroximoyl)-1H-1,2,4-triazole). Isolated yield 71.3%. RXN SMILES: CN(C)C=O.[CH:6]([O:9][N:10]=[C:11](Cl)[C:12]1[CH:17]=[CH:16][CH:15]=[C:14]([CH2:18][CH2:19][CH:20]([CH3:22])[CH3:21])[CH:13]=1)([CH3:8])[CH3:7].[NH:24]1[CH:28]=[N:27][CH:26]=[N:25]1.C(=O)([O-])[O-].[K+].[K+]>O>[CH:6]([O:9][N:10]=[C:11]([N:24]1[CH:28]=[N:27][CH:26]=[N:25]1)[C:12]1[CH:17]=[CH:16][CH:15]=[C:14]([CH2:18][CH2:19][CH:20]([CH3:22])[CH3:21])[CH:13]=1)([CH3:8])[CH3:7] |f:3.4.5|. Procedure details: To 100 ml of N,N-dimethylformamide was added 1.5 g (5.6 mmol) of O-isopropyl-3-isopentylbenzohydroximoyl chloride, 0.8 g (11.6 mmol) of 1,2,4-triazole, and 1.6 g (11.6 mmol) of potassium carbonate. The mixture was stirred at 120° C. for 3 hours to complete the reaction. The reaction mixture was allowed to sit and cool naturally to room temperature. The cooled reaction mixture was poured into water and extracted with ethyl acetate. After being washed with water, the organic layer was dried over a... Reactants: ClC=1C=CC(=C(CN2C3=C(NCC2)N=CC(=C3)C3=CC=C(C(=O)O)C=C3)C1)C(F)(F)F (4-{1-[5-chloro-2-(trifluoromethyl)benzyl]-1,2,3,4-tetrahydropyrido[2,3-b]pyrazin-7-yl}benzoic acid), N1C=C(C2=CC=CC=C12)C1CCNCC1 (4-(1H-indol-3-yl)piperidine). The product is ClC=1C=CC(=C(CN2C3=C(NCC2)N=CC(=C3)C3=CC=C(C=C3)C(=O)N3CCC(CC3)C3=CNC2=CC=CC=C32)C1)C(F)(F)F ((4-{1-[5-Chloro-2-(trifluoromethyl)benzyl]-1,2,3,4-tetrahydropyrido[2,3-b]pyrazin-7-yl}phenyl)-[4-(1H-indol-3-yl)piperidin-1-yl]methanone). Reaction SMILES: [Cl:1][C:2]1[CH:3]=[CH:4][C:5]([C:28]([F:31])([F:30])[F:29])=[C:6]([CH:27]=1)[CH2:7][N:8]1[CH2:13][CH2:12][NH:11][C:10]2[N:14]=[CH:15][C:16]([C:18]3[CH:26]=[CH:25][C:21]([C:22](O)=[O:23])=[CH:20][CH:19]=3)=[CH:17][C:9]1=2.[NH:32]1[C:40]2[C:35](=[CH:36][CH:37]=[CH:38][CH:39]=2)[C:34]([CH:41]2[CH2:46][CH2:45][NH:44][CH2:43][CH2:42]2)=[CH:33]1>>[Cl:1][C:2]1[CH:3]=[CH:4][C:5]([C:28]([F:30])([F:29])[F:31])=[C:6]([CH:27]=1)[CH2:7][N:8]1[CH2:13][CH2:12][NH:11][C:10]2[N:14]=[CH:15][C:16]([C:18]3[CH:19]=[CH:20][C:21]([C:22]([N:44]4[CH2:45][CH2:46][CH:41]([C:34]5[C:35]6[C:40](=[CH:39][CH:38]=[CH:37][CH:36]=6)[NH:32][CH:33]=5)[CH2:42][CH2:43]4)=[O:23])=[CH:25][CH:26]=3)=[CH:17][C:9]1=2. Reported procedure: 4-{1-[5-chloro-2-(trifluoromethyl)benzyl]-1,2,3,4-tetrahydropyrido[2,3-b]pyrazin-7-yl}benzoic acid was reacted with 4-(1H-indol-3-yl)piperidine as in General Procedure 10 to give the title compound. LCMS: m/z=630.92 (M+H+); retention time=0.99 minutes. Starting materials: CC(C)(C)NCc1ccc2ccccc2c1-c1cccc(C=O)n1, [BH3-]C#N, CC(C)(C)N, CCO, [Na+]. Product: CC(C)(C)NCc1cccc(-c2c(CNC(C)(C)C)ccc3ccccc23)n1. RXN SMILES: [C:1]([CH3:2])([CH3:3])([CH3:4])[NH:5][CH2:6][c:7]1[c:8](-[c:17]2[cH:18][cH:19][cH:20][c:21]([CH:23]=[O:24])[n:22]2)[c:9]2[cH:10][cH:11][cH:12][cH:13][c:14]2[cH:15][cH:16]1.[C:30]([BH3-:31])#[N:32].[CH3:25][C:26]([CH3:27])([CH3:28])[NH2:29].[CH3:34][CH2:35][OH:36].[Na+:33]>>[C:1]([CH3:2])([CH3:3])([CH3:4])[NH:5][CH2:6][c:7]1[c:8](-[c:17]2[cH:18][cH:19][cH:20][c:21]([CH2:23][NH:29][C:26]([CH3:25])([CH3:27])[CH3:28])[n:22]2)[c:9]2[cH:10][cH:11][cH:12][cH:13][c:14]2[cH:15][cH:16]1. The reactants are ClC1=NC=CC=C1C1=NC(=NC=C1)NC (4-(2-chloropyridin-3-yl)-N-methylpyrimidin-2-amine), C1(=CC=CC=C1)C1=NN=C(C2=CC=CC=C12)CC1=CC=C(C=C1)O (4-((4-phenylphthalazin-1-yl)methyl)phenol), C([O-])([O-])=O.[Cs+].[Cs+] (cesium carbonate), CS(=O)C (DMSO). Solvent: CCOC(=O)C (EtOAc). Conditions: temperature 130 celsius. Product: CNC1=NC=CC(=N1)C=1C(=NC=CC1)OC1=CC=C(C=C1)CC1=NN=C(C2=CC=CC=C12)C1=CC=CC=C1 (N-methyl-4-(2-(4-((4-phenylphthalazin-1-yl)methyl)phenoxy)pyridin-3-yl)pyrimidin-2-amine). Reaction SMILES: Cl[C:2]1[C:7]([C:8]2[CH:13]=[CH:12][N:11]=[C:10]([NH:14][CH3:15])[N:9]=2)=[CH:6][CH:5]=[CH:4][N:3]=1.[C:16]1([C:22]2[C:31]3[C:26](=[CH:27][CH:28]=[CH:29][CH:30]=3)[C:25]([CH2:32][C:33]3[CH:38]=[CH:37][C:36]([OH:39])=[CH:35][CH:34]=3)=[N:24][N:23]=2)[CH:21]=[CH:20][CH:19]=[CH:18][CH:17]=1.C(=O)([O-])[O-].[Cs+].[Cs+].CS(C)=O>CCOC(C)=O>[CH3:15][NH:14][C:10]1[N:9]=[C:8]([C:7]2[C:2]([O:39][C:36]3[CH:35]=[CH:34][C:33]([CH2:32][C:25]4[C:26]5[C:31](=[CH:30][CH:29]=[CH:28][CH:27]=5)[C:22]([C:16]5[CH:17]=[CH:18][CH:19]=[CH:20][CH:21]=5)=[N:23][N:24]=4)=[CH:38][CH:37]=3)=[N:3][CH:4]=[CH:5][CH:6]=2)[CH:13]=[CH:12][N:11]=1 |f:2.3.4|. Reported procedure: To a mixture of 4-(2-chloropyridin-3-yl)-N-methylpyrimidin-2-amine (0.0500 g, 0.23 mmol), 4-((4-phenylphthalazin-1-yl)methyl)phenol (0.071 g, 0.23 mmol) and cesium carbonate (0.15 g, 0.45 mmol) was added DMSO (0.5 mL). The resulting mixture was heated to 130° C. in a sealed tube for 15 hours, then diluted with EtOAc and extracted with saturated sodium bicarbonate. The organic layer was dried over sodium sulfate, filtered and concentrated. The crude concentrate was purified by Gilson reverse-phas... Reactants: C(C)OC(CNC1=C(C=C(C(=C1)F)S(=O)(=O)C)[N+](=O)[O-])=O (N-(5-fluoro-4-methylsulfonyl-2-nitrophenyl)glycine ethyl ester), N1C=NC=C1 (imidazole). The solvent is CN(C)C=O (DMF). The product is C(C)OC(CNC1=C(C=C(C(=C1)N1C=NC=C1)S(=O)(=O)C)[N+](=O)[O-])=O (N-[5-(1H-imidazol-1-yl)-4-methylsulfonyl-2-nitrophenyl]glycine ethyl ester). Isolated yield 30.4%. Reaction SMILES: [CH2:1]([O:3][C:4](=[O:21])[CH2:5][NH:6][C:7]1[CH:12]=[C:11](F)[C:10]([S:14]([CH3:17])(=[O:16])=[O:15])=[CH:9][C:8]=1[N+:18]([O-:20])=[O:19])[CH3:2].[NH:22]1[CH:26]=[CH:25][N:24]=[CH:23]1>CN(C=O)C>[CH2:1]([O:3][C:4](=[O:21])[CH2:5][NH:6][C:7]1[CH:12]=[C:11]([N:22]2[CH:26]=[CH:25][N:24]=[CH:23]2)[C:10]([S:14]([CH3:17])(=[O:16])=[O:15])=[CH:9][C:8]=1[N+:18]([O-:20])=[O:19])[CH3:2]. Reported procedure: 1.15-1.55 (3H, m), 3.19 (3H, s), 3.93-4.50 (4H, m), 6.49 (1H, d, J=12.0 Hz), 8.76-9.07 (2H, m). 2) By using 1.00 g of N-(5-fluoro-4-methylsulfonyl-2-nitrophenyl)glycine ethyl ester, 0.85 g of imidazole and 5 ml of DMF, 0.35 g (67%) of N-[5-(1H-imidazol-1-yl)-4-methylsulfonyl-2-nitrophenyl]glycine ethyl ester was obtained. Reactants: BrC=1C2=CC=CC=C2C=C2C=CC=CC12 (9-bromoanthracene), O (water). Reagents/catalysts: [Br-].C(CCC)[N+](CCCC)(CCCC)CCCC (tetrabutylammonium bromide). Run in C(C)(C)(C)C1=CC=C(C=C1)B(O)O (4-tert-butylphenylboronic acid), P(=O)([O-])([O-])[O-].[K+].[K+].[K+] (tripotassium phosphate), C(C)(=O)[O-].[Pd+2].C(C)(=O)[O-] (palladium acetate), CN(C=O)C (dimethylformamide). Run at temperature 130 celsius, time 5 hour. Yields the product C(C)(C)(C)C1=CC=C(C=C1)C=1C2=CC=CC=C2C=C2C=CC=CC12 (9-(4′-tert-butylphenyl)anthracene). Isolated yield 183.6%. RXN SMILES: O.Br[C:3]1[C:4]2[C:9]([CH:10]=[C:11]3[C:16]=1[CH:15]=[CH:14][CH:13]=[CH:12]3)=[CH:8][CH:7]=[CH:6][CH:5]=2>C(C1C=CC(B(O)O)=CC=1)(C)(C)C.P([O-])([O-])([O-])=O.[K+].[K+].[K+].[Br-].C([N+](CCCC)(CCCC)CCCC)CCC.C([O-])(=O)C.[Pd+2].C([O-])(=O)C.CN(C)C=O>[C:11]([C:13]1[CH:12]=[CH:11][C:16]([C:3]2[C:4]3[C:9]([CH:10]=[C:9]4[C:4]=2[CH:5]=[CH:6][CH:7]=[CH:8]4)=[CH:8][CH:7]=[CH:6][CH:5]=3)=[CH:15][CH:14]=1)([CH3:16])([CH3:12])[CH3:10] |f:3.4.5.6,7.8,9.10.11|. Reported procedure: A solution of 12 g of 9-bromoanthracene, 10 g of 4-tert-butylphenylboronic acid, 19.9 g of tripotassium phosphate, 3.02 g of tetrabutylammonium bromide and 106 mg of palladium acetate in 300 ml of dimethylformamide as a solvent was heated while stirred under nitrogen atmosphere at a temperature of 130° C. for 5 hours. After cooling the solution to room temperature, 400 ml of water was injected thereto and filtered. The solid separated by filtration was purified by silica gel column chromatograph... The reactants are N[C@@H](CCC(=O)[O-])C(=O)OCC1=CC=CC=C1.N[C@@H](CCC(=O)[O-])C(=O)OCC (benzyl glutamate ethyl glutamate), Br (HBr), N[C@@H](CCC(=O)O)C(=O)O.C(C)N[C@@H](CCC(=O)[O-])C(=O)[O-] (glutamic acid ethylglutamate), benzyl. Yields the product N[C@@H](CCC(=O)O)C(=O)O.N[C@@H](CCC(=O)[O-])C(=O)OCC (glutamic acid ethyl glutamate). RXN SMILES: [NH2:1][C@H:2]([C:8]([O:10]CC1C=CC=CC=1)=[O:9])[CH2:3][CH2:4][C:5]([O-:7])=[O:6].[NH2:18][C@H:19]([C:25]([O:27][CH2:28][CH3:29])=[O:26])[CH2:20][CH2:21][C:22]([O-:24])=[O:23].N[C@H](C(O)=O)CCC(O)=O.C(N[C@H](C([O-])=O)CCC([O-])=O)C.Br>>[NH2:1][C@H:2]([C:8]([OH:10])=[O:9])[CH2:3][CH2:4][C:5]([OH:7])=[O:6].[NH2:18][C@H:19]([C:25]([O:27][CH2:28][CH3:29])=[O:26])[CH2:20][CH2:21][C:22]([O-:24])=[O:23] |f:0.1,2.3,5.6|. Reported procedure: The HBr concentration in the debenzylating step can be used to control the final copolymer composition, even though a large molar excess of HBr is used and its concentration does not significantly change during reaction. For example, if the HBr concentration is 0.07 g/ml, the final composition of the copolymer is 29/71; whereas when the HBr concentration is 0.05 g/ml, the composition is 26/74. In the selective debenzylation of the benzyl glutamate portion of the intermediate some de-ethylation w...